This data is from the Open Reaction Database (ORD), a public repository of structured organic reaction records. The task is: describe an organic reaction: reactants, conditions, products, and yield Starting materials: C(C)(C)(C)OC(NC=1COCC(N1)(C(F)F)C1=C(C=CC(=C1)NC(=O)C1=NC=C(C=C1)Br)F)=O ((5-{5-[(5-bromo-pyridine-2-carbonyl)-amino]-2-fluoro-phenyl}-5-difluoromethyl-5,6-dihydro-2H-[1,4]oxazin-3-yl)-carbamic acid tert-butyl ester). Run in Cl (HCl), O1CCOCC1 (dioxane), CO (MeOH), Cl (HCl). Run at time 3 hour. Product: NC1=NC(COC1)(C(F)F)C=1C=C(C=CC1F)NC(=O)C1=NC=C(C=C1)Br (5-Bromo-pyridine-2-carboxylic acid [3-(5-amino-3-difluoromethyl-3,6-dihydro-2H-[1,4]oxazin-3-yl)-4-fluoro-phenyl]-amide). As a reaction SMILES: C(OC(=O)[NH:7][C:8]1[CH2:9][O:10][CH2:11][C:12]([C:17]2[CH:22]=[C:21]([NH:23][C:24]([C:26]3[CH:31]=[CH:30][C:29]([Br:32])=[CH:28][N:27]=3)=[O:25])[CH:20]=[CH:19][C:18]=2[F:33])([CH:14]([F:16])[F:15])[N:13]=1)(C)(C)C>Cl.O1CCOCC1.CO>[NH2:7][C:8]1[CH2:9][O:10][CH2:11][C:12]([C:17]2[CH:22]=[C:21]([NH:23][C:24]([C:26]3[CH:31]=[CH:30][C:29]([Br:32])=[CH:28][N:27]=3)=[O:25])[CH:20]=[CH:19][C:18]=2[F:33])([CH:14]([F:15])[F:16])[N:13]=1. Reported procedure: A solution of 100 mg (0.184 mmol) (5-{5-[(5-bromo-pyridine-2-carbonyl)-amino]-2-fluoro-phenyl}-5-difluoromethyl-5,6-dihydro-2H-[1,4]oxazin-3-yl)-carbamic acid tert-butyl ester in 1.4 ml 4N HCl in dioxane was stirred at 50° C. After 15 min 0.3 ml 3N HCl in MeOH were added and the now homogeneous solution was stirred for 3 h. The mixture was concentrated and crystallized from EtOH/TBME to yield the title compound. The reactants are aldehyde, OS(=O)(=O)O (H2SO4), C(C)OC(C1=CC(=C(C=C1)Br)C(Br)Br)=O (4-Bromo-3-dibromomethyl-benzoic acid ethyl ester), dimethyl acetal. Reagents/catalysts: [N+](=O)([O-])[O-].[Ag+] (Silver nitrate). Solvent: CCOC(=O)C (EtOAc), O (H2O), O1CCOCC1 (1,4-dioxane), CCO (EtOH), O (H2O). Reaction conditions: temperature 60 celsius, time 1 hour. Yields the product C(C)OC(C1=CC(=C(C=C1)Br)C=O)=O (4-bromo-3-formyl-benzoic acid ethyl ester). As a reaction SMILES: [CH2:1]([O:3][C:4](=[O:15])[C:5]1[CH:10]=[CH:9][C:8]([Br:11])=[C:7]([CH:12](Br)Br)[CH:6]=1)[CH3:2].[OH:16]S(O)(=O)=O>CCO.O.O1CCOCC1.CCOC(C)=O.[N+]([O-])([O-])=O.[Ag+]>[CH2:1]([O:3][C:4](=[O:15])[C:5]1[CH:10]=[CH:9][C:8]([Br:11])=[C:7]([CH:12]=[O:16])[CH:6]=1)[CH3:2] |f:6.7|. Reported procedure: 4-Bromo-3-dibromomethyl-benzoic acid ethyl ester (6.4 g, 16 mmol) was dissolved in EtOH (200 mL) and heated to 60° C. Silver nitrate (6.80 g, 40 mmol), prepared as a solution in H2O (50 mL), was added dropwise, resulting in a precipitate. After 1 hour, the mixture was decanted, and the precipitate was washed with EtOH (3×50 mL) and decanted after each wash. The combined EtOH solution was treated with 1N aqueous HCl (40 mL), which resulted in additional precipitate formation. The mixture was filt...